From a dataset of the Open Reaction Database (ORD), a public repository of structured organic reaction records. describe an organic reaction: reactants, conditions, products, and yield Starting materials: CC(C)CC(C)CC(C)O, Cc1ccc(S(=O)(=O)Cl)cc1, c1ccncc1. The product is Cc1ccc(S(=O)(=O)OC(C)CC(C)CC(C)C)cc1. As a reaction SMILES: [CH3:12][CH:13]([CH2:14][CH:15]([CH3:16])[OH:17])[CH2:18][CH:19]([CH3:20])[CH3:21].[c:1]1([CH3:11])[cH:2][cH:3][c:4]([S:7](=[O:8])(=[O:9])[Cl:10])[cH:5][cH:6]1.[cH:22]1[cH:23][cH:24][n:25][cH:26][cH:27]1>>[c:1]1([CH3:11])[cH:2][cH:3][c:4]([S:7](=[O:8])(=[O:9])[O:17][CH:15]([CH2:14][CH:13]([CH3:12])[CH2:18][CH:19]([CH3:20])[CH3:21])[CH3:16])[cH:5][cH:6]1. Reactants: CC1=CC[C@H](CC1)C(C)(C)O (α-Terpineol). The reagents and catalysts are [Pd] (Pd-C). The solvent is C(C)O (ethanol). The product is CC1CCC(CC1)C(C)(C)O (2-(4-Methylcyclohexyl)propan-2-ol). Yield: 94.9%. RXN SMILES: [CH3:1][C:2]1[CH2:7][CH2:6][C@H:5]([C:8]([OH:11])([CH3:10])[CH3:9])[CH2:4][CH:3]=1>C(O)C.[Pd]>[CH3:1][CH:2]1[CH2:7][CH2:6][CH:5]([C:8]([OH:11])([CH3:10])[CH3:9])[CH2:4][CH2:3]1. Reported procedure: α-Terpineol (6.17 g) in ethanol (130 ml) was hydrogenated for 1 h at atmospheric pressure using 10% Pd-C catalyst (290 mg). The catalyst was then removed by filtration through Kieselguhr and the solvent was removed under reduced pressure to leave the title compound as an oil (5.93 g). Distillation gave an oil (4.56 g) b.p. (13 mm) 98°; νmax (film) 3375, 2940, 1445, 1160, 1140, and 910 cm-1 ; δH (60 MHz, CDCl3) 0.6-2.0(m). Product: O=C1NCCN2C1=CC=1C=C(C=C(C21)C2=CC=C(C=C2)OC(F)(F)F)C#N (1-Oxo-6-[4-(trifluoromethoxy)phenyl]-3,4-dihydro-2H-pyrazino[1,2-a]indole-8-carbonitrile). Reported procedure: The title compound, off-white solid (82 mg, 88%), MS (ISP) m/z=372.4 [(M+H)+], mp 311.5° C., was prepared in accordance with the general method of example 1 from 6-bromo-1-oxo-1,2,3,4-tetrahydro-pyrazino[1,2-a]indole-8-carbonitrile (intermediate 15) (72.5 mg, 0.25 mmol) and commercially available 4-trifluoromethoxy-phenylboronic acid (66.9 mg, 0.325 mmol). The reactants are solid, BrC1=CC(=CC=2C=C3N(C12)CCNC3=O)C#N (6-bromo-1-oxo-1,2,3,4-tetrahydro-pyrazino[1,2-a]indole-8-carbonitrile), BrC1=CC(=CC=2C=C3N(C12)CCNC3=O)C#N (6-bromo-1-oxo-1,2,3,4-tetrahydro-pyrazino[1,2-a]indole-8-carbonitrile), FC(OC1=CC=C(C=C1)B(O)O)(F)F (4-trifluoromethoxy-phenylboronic acid). As a reaction SMILES: Br[C:2]1[C:10]2[N:9]3[CH2:11][CH2:12][NH:13][C:14](=[O:15])[C:8]3=[CH:7][C:6]=2[CH:5]=[C:4]([C:16]#[N:17])[CH:3]=1.[F:18][C:19]([F:31])([F:30])[O:20][C:21]1[CH:26]=[CH:25][C:24](B(O)O)=[CH:23][CH:22]=1>>[O:15]=[C:14]1[C:8]2=[CH:7][C:6]3[CH:5]=[C:4]([C:16]#[N:17])[CH:3]=[C:2]([C:24]4[CH:23]=[CH:22][C:21]([O:20][C:19]([F:18])([F:30])[F:31])=[CH:26][CH:25]=4)[C:10]=3[N:9]2[CH2:11][CH2:12][NH:13]1. Product: Cc1ccc2c(c1)c1c(n2CCc2ccc(C)nc2)CCNC1. The reactants are Cc1ccc2c(c1)c1c(n2CCc2ccc(C)nc2)CCN(C(=O)OCC(Cl)(Cl)Cl)C1, CC(=O)O, N. As a reaction SMILES: [CH3:1][c:2]1[cH:3][c:4]2[c:5]3[c:6]([n:7]([CH2:11][CH2:12][c:13]4[cH:14][n:15][c:16]([CH3:19])[cH:17][cH:18]4)[c:8]2[cH:9][cH:10]1)[CH2:20][CH2:21][N:22]([C:24]([O:25][CH2:26][C:27]([Cl:28])([Cl:29])[Cl:30])=[O:31])[CH2:23]3.[CH3:33][C:34](=[O:35])[OH:36].[NH3:32]>>[CH3:1][c:2]1[cH:3][c:4]2[c:5]3[c:6]([n:7]([CH2:11][CH2:12][c:13]4[cH:14][n:15][c:16]([CH3:19])[cH:17][cH:18]4)[c:8]2[cH:9][cH:10]1)[CH2:20][CH2:21][NH:22][CH2:23]3. Starting materials: CC(CC=CC(=O)O)C (5-methylhex-2-enoic acid), C(C)NCC (diethyl amine), S(=O)(Cl)Cl (thionyl chloride). Solvent: ClCCl (dichloromethane), CN(C=O)C (dimethyl formamide). Run at temperature 28.5 celsius, time 2.5 hour. The product is C(C)N(C(C=CCC(C)C)=O)CC (N,N-diethyl-5-methylhex-2-enamide). Reaction SMILES: [CH3:1][CH:2]([CH3:9])[CH2:3][CH:4]=[CH:5][C:6]([OH:8])=O.S(Cl)(Cl)=O.[CH2:14]([NH:16][CH2:17][CH3:18])[CH3:15]>ClCCl.CN(C)C=O>[CH2:14]([N:16]([CH2:17][CH3:18])[C:6](=[O:8])[CH:5]=[CH:4][CH2:3][CH:2]([CH3:1])[CH3:9])[CH3:15]. Procedure: To a solution of 5-methylhex-2-enoic acid (formula-3) (20 grams) in dichloromethane (250 ml), 2 ml of dimethyl formamide was added. To this mixture thionyl chloride (24.1 grams) was added. The reaction mixture was stirred for 2.5 hours at 28-29° C. The reaction mixture was cooled to 0-5° C. and diethyl amine was added to the reaction mixture at 5-8° C. until the pH reached to 8.5. The reaction mixture was stirred for 1.5 hours at 0-5° C. The reaction mixture was quenched with water. Separated th... The reactants are ClCCl, CC[SiH](CC)CC, COc1cc(C(C)(C)O)ccc1N(C(C)=O)S(=O)(=O)c1ccccc1, [Na+], O=C([O-])O, O=C(O)C(F)(F)F. Yields the product COc1cc(C(C)C)ccc1N(C(C)=O)S(=O)(=O)c1ccccc1. RXN SMILES: [CH2:31]([Cl:32])[Cl:33].[CH2:41]([SiH:42]([CH2:43][CH3:44])[CH2:45][CH3:46])[CH3:47].[CH3:1][C:2]([CH3:3])([OH:4])[c:5]1[cH:6][c:7]([O:24][CH3:25])[c:8]([N:11]([C:12]([CH3:13])=[O:14])[S:15](=[O:16])(=[O:17])[c:18]2[cH:19][cH:20][cH:21][cH:22][cH:23]2)[cH:9][cH:10]1.[Na+:26].[OH:27][C:28](=[O:29])[O-:30].[OH:34][C:35]([C:36]([F:37])([F:38])[F:39])=[O:40]>>[CH3:1][CH:2]([CH3:3])[c:5]1[cH:6][c:7]([O:24][CH3:25])[c:8]([N:11]([C:12]([CH3:13])=[O:14])[S:15](=[O:16])(=[O:17])[c:18]2[cH:19][cH:20][cH:21][cH:22][cH:23]2)[cH:9][cH:10]1. The product is COC(=O)c1ccc(C=O)cc1NC(C)=O. Starting materials: COC(=O)c1ccc(CO)cc1NC(C)=O, ClCCl, O=[Mn]=O. RXN SMILES: [CH3:1][O:2][C:3]([c:4]1[c:5]([NH:12][C:13]([CH3:14])=[O:15])[cH:6][c:7]([CH2:10][OH:11])[cH:8][cH:9]1)=[O:16].[Cl:17][CH2:18][Cl:19].[O:20]=[Mn:21]=[O:22]>>[CH3:1][O:2][C:3]([c:4]1[c:5]([NH:12][C:13]([CH3:14])=[O:15])[cH:6][c:7]([CH:10]=[O:11])[cH:8][cH:9]1)=[O:16]. The reactants are C(C=C)(=O)N1C2=C(NC(C3=C1C=CC=C3)=O)C=CC=N2 (11-(acryloyl)-5,11-dihydro-6H-pyrido-[2,3-b][1,4]-benzodiazepine-6-one), C(C1=CC=CC=C1)N1CCNCC1 (1-benzyl-piperazine). The solvent is O1CCOCC1 (dioxane). Yields the product C(C1=CC=CC=C1)N1CCN(CC1)CCC(=O)N1C2=C(NC(C3=C1C=CC=C3)=O)C=CC=N2 (5,11-dihydro-11-[3-(4-benzyl-1-piperazinyl)-propionyl]-6H-pyrido-[2,3-b][1,4]-benzodiazepine-6-one). Isolated yield 54.0%. Reaction SMILES: [C:1]([N:5]1[C:11]2[CH:12]=[CH:13][CH:14]=[CH:15][C:10]=2[C:9](=[O:16])[NH:8][C:7]2[CH:17]=[CH:18][CH:19]=[N:20][C:6]1=2)(=[O:4])[CH:2]=[CH2:3].[CH2:21]([N:28]1[CH2:33][CH2:32][NH:31][CH2:30][CH2:29]1)[C:22]1[CH:27]=[CH:26][CH:25]=[CH:24][CH:23]=1>O1CCOCC1>[CH2:21]([N:28]1[CH2:33][CH2:32][N:31]([CH2:3][CH2:2][C:1]([N:5]2[C:11]3[CH:12]=[CH:13][CH:14]=[CH:15][C:10]=3[C:9](=[O:16])[NH:8][C:7]3[CH:17]=[CH:18][CH:19]=[N:20][C:6]2=3)=[O:4])[CH2:30][CH2:29]1)[C:22]1[CH:23]=[CH:24][CH:25]=[CH:26][CH:27]=1. Procedure: A mixture of 2.65 g of the product of Step A and 5.4 g of 1-benzyl-piperazine in 90 ml of absolute dioxane was refluxed for 2 hours and was then evaporated to dryness under reduced pressure. The residue was crystallized from isopropanol to obtain a 54% yield of 5,11-dihydro-11-[3-(4-benzyl-1-piperazinyl)-propionyl]-6H-pyrido-[2,3-b][1,4]-benzodiazepine-6-one melting at 205°-207° C.